From a dataset of the Open Reaction Database (ORD), a public repository of structured organic reaction records. describe an organic reaction: reactants, conditions, products, and yield The reactants are CS(C)=O, CO, CCN(C(C)C)C(C)C, Fc1ccccn1, CS(=O)(=O)c1ccc(N2CCC(=NOC3CCNCC3)CC2)c(F)c1. Product: CS(=O)(=O)c1ccc(N2CCC(=NOC3CCN(c4ccccn4)CC3)CC2)c(F)c1. As a reaction SMILES: [CH3:35][S:36]([CH3:37])=[O:38].[CH3:46][OH:47].[CH:26]([N:27]([CH:28]([CH3:29])[CH3:30])[CH2:31][CH3:32])([CH3:33])[CH3:34].[F:39][c:40]1[n:41][cH:42][cH:43][cH:44][cH:45]1.[NH:1]1[CH2:2][CH2:3][CH:4]([O:7][N:8]=[C:9]2[CH2:10][CH2:11][N:12]([c:15]3[c:16]([F:25])[cH:17][c:18]([S:21](=[O:22])(=[O:23])[CH3:24])[cH:19][cH:20]3)[CH2:13][CH2:14]2)[CH2:5][CH2:6]1>>[N:1]1([c:40]2[n:41][cH:42][cH:43][cH:44][cH:45]2)[CH2:2][CH2:3][CH:4]([O:7][N:8]=[C:9]2[CH2:10][CH2:11][N:12]([c:15]3[c:16]([F:25])[cH:17][c:18]([S:21](=[O:22])(=[O:23])[CH3:24])[cH:19][cH:20]3)[CH2:13][CH2:14]2)[CH2:5][CH2:6]1.